Dataset: the Open Reaction Database (ORD), a public repository of structured organic reaction records. Task: describe an organic reaction: reactants, conditions, products, and yield The reactants are [N+](=O)([O-])C=1C=C(C=CC1[N+](=O)[O-])NC(C1=CC=C(C=C1)N1CCCC1)=O (N-(3,4-dinitrophenyl)-4-pyrrolidinylbenzamide), OC(CNC(=O)C1=CC=C(C=O)C=C1)CO (4-(2,3-dihydroxypropyl)aminocarbonylbenzaldehyde). The product is OC(CNC(C1=CC=C(C=C1)C1=NC2=C(N1)C=CC(=C2)NC(C2=CC=C(C=C2)N2CCCC2)=O)=O)CO (N-(2,3-dihydroxypropyl)-4-(5-(4-(pyrrolidin-1-yl)benzamido)-1H-benzo[d]imidazol-2-yl)benzamide). Reaction SMILES: [N+:1]([C:4]1[CH:5]=[C:6]([NH:13][C:14](=[O:26])[C:15]2[CH:20]=[CH:19][C:18]([N:21]3[CH2:25][CH2:24][CH2:23][CH2:22]3)=[CH:17][CH:16]=2)[CH:7]=[CH:8][C:9]=1[N+:10]([O-])=O)([O-])=O.[OH:27][CH:28]([CH2:41][OH:42])[CH2:29][NH:30][C:31]([C:33]1[CH:40]=[CH:39][C:36]([CH:37]=O)=[CH:35][CH:34]=1)=[O:32]>>[OH:27][CH:28]([CH2:41][OH:42])[CH2:29][NH:30][C:31](=[O:32])[C:33]1[CH:40]=[CH:39][C:36]([C:37]2[NH:10][C:9]3[CH:8]=[CH:7][C:6]([NH:13][C:14](=[O:26])[C:15]4[CH:20]=[CH:19][C:18]([N:21]5[CH2:25][CH2:24][CH2:23][CH2:22]5)=[CH:17][CH:16]=4)=[CH:5][C:4]=3[N:1]=2)=[CH:35][CH:34]=1. Procedure details: Compound 229 was prepared according to the procedure similar to that described in Scheme III from N-(3,4-dinitrophenyl)-4-pyrrolidinylbenzamide and 4-(2,3-dihydroxypropyl)aminocarbonylbenzaldehyde. [M+H]+ calcd for C28H29N5O4: 500.23; found: 500.56. Reactants: CC(C)(C)OC(=O)NC1CCC(CC=O)CC1, CC(=O)O[BH-](OC(C)=O)OC(C)=O, Cl, N#Cc1cc(F)ccc1OC1CCNCC1, [Na+]. Reaction SMILES: [C:18]([CH3:19])([CH3:20])([CH3:21])[O:22][C:23]([NH:24][CH:25]1[CH2:26][CH2:27][CH:28]([CH2:31][CH:32]=[O:33])[CH2:29][CH2:30]1)=[O:34].[C:35]([O:36][BH-:37]([O:38][C:39](=[O:40])[CH3:41])[O:42][C:43](=[O:44])[CH3:45])(=[O:46])[CH3:47].[ClH:17].[F:1][c:2]1[cH:3][cH:4][c:5]([O:10][CH:11]2[CH2:12][CH2:13][NH:14][CH2:15][CH2:16]2)[c:6]([C:7]#[N:8])[cH:9]1.[Na+:48]>>[F:1][c:2]1[cH:3][cH:4][c:5]([O:10][CH:11]2[CH2:12][CH2:13][N:14]([CH2:32][CH2:31][CH:28]3[CH2:27][CH2:26][CH:25]([NH:24][C:23]([O:22][C:18]([CH3:19])([CH3:20])[CH3:21])=[O:34])[CH2:30][CH2:29]3)[CH2:15][CH2:16]2)[c:6]([C:7]#[N:8])[cH:9]1. Product: CC(C)(C)OC(=O)NC1CCC(CCN2CCC(Oc3ccc(F)cc3C#N)CC2)CC1. Reactants: ClC1=C(C(=O)N=C=O)C=CC=C1 (2-chlorobenzoyl isocyanate), ClC(SNC1=CC=C(C=C1)OC1=C(C=C(C=C1)C(F)(F)F)Cl)(Cl)Cl (1,1,1-trichloro-N-[4-[2-chloro-4-(trifluoromethyl)phenoxy]phenyl]methanesulphenamide). The solvent is C1(=CC=CC=C1)C (toluene), same solvent, light petroleum. Conditions: time 10 day. Yields the product ClC1=C(C(=O)NC(=O)N(SC(Cl)(Cl)Cl)C2=CC=C(C=C2)OC2=C(C=C(C=C2)C(F)(F)F)Cl)C=CC=C1 (2-Chloro-N-[[[4-[2-chloro-4-(trifluoromethyl)phenoxy]phenyl]-N-[(trichloromethyl)thio]amino]carbonyl]benzamide). RXN SMILES: [Cl:1][C:2]1[CH:12]=[CH:11][CH:10]=[CH:9][C:3]=1[C:4]([N:6]=[C:7]=[O:8])=[O:5].[Cl:13][C:14]([Cl:36])([Cl:35])[S:15][NH:16][C:17]1[CH:22]=[CH:21][C:20]([O:23][C:24]2[CH:29]=[CH:28][C:27]([C:30]([F:33])([F:32])[F:31])=[CH:26][C:25]=2[Cl:34])=[CH:19][CH:18]=1>C1(C)C=CC=CC=1>[Cl:1][C:2]1[CH:12]=[CH:11][CH:10]=[CH:9][C:3]=1[C:4]([NH:6][C:7]([N:16]([C:17]1[CH:18]=[CH:19][C:20]([O:23][C:24]2[CH:29]=[CH:28][C:27]([C:30]([F:31])([F:32])[F:33])=[CH:26][C:25]=2[Cl:34])=[CH:21][CH:22]=1)[S:15][C:14]([Cl:36])([Cl:35])[Cl:13])=[O:8])=[O:5]. Procedure details: A solution of 3.6 g of 2-chlorobenzoyl isocyanate in 15 ml of dry toluene was added over five minutes to a stirred solution of 4.0 g of 1,1,1-trichloro-N-[4-[2-chloro-4-(trifluoromethyl)phenoxy]phenyl]methanesulphenamide in 25 ml of the same solvent at room temperature. After 10 days, the reaction mixture was diluted with 500 ml of light petroleum andd filtered. Evaporation of the filtrate gave a crude residue from which 7 was obtained, as a solid. m.p: 68°-71° C., by rapid chromatography on sil...